From a dataset of the Open Reaction Database (ORD), a public repository of structured organic reaction records. describe an organic reaction: reactants, conditions, products, and yield Starting materials: ClC1=C2NC(=NC2=NC=N1)C1=CC=CC=C1 (6-chloro-8-phenyl-7H-purine), CN(C)C=O (DMF), [H-].[Na+] (sodium hydride), CI (methyl iodide). Conditions: time 20 minute. Product: ClC1=C2N=C(N(C2=NC=N1)C)C1=CC=CC=C1 (6-Chloro-9-methyl-8-phenyl-9H-purine). As a reaction SMILES: [Cl:1][C:2]1[N:10]=[CH:9][N:8]=[C:7]2[C:3]=1[NH:4][C:5]([C:11]1[CH:16]=[CH:15][CH:14]=[CH:13][CH:12]=1)=[N:6]2.[CH3:17]N(C=O)C.[H-].[Na+].CI>>[Cl:1][C:2]1[N:10]=[CH:9][N:8]=[C:7]2[C:3]=1[N:4]=[C:5]([C:11]1[CH:16]=[CH:15][CH:14]=[CH:13][CH:12]=1)[N:6]2[CH3:17] |f:2.3|. Procedure: To a solution of 6-chloro-8-phenyl-7H-purine (0.200 g, 0.000867 mol) (Example 109, step a) in DMF (8.0 mL, 0.10 mol) was added sodium hydride (0.025 g, 0.0010 mol). The mixture was stirred for 20 minutes and to this was added methyl iodide (0.065 mL, 0.0010 mol) and the mixture was stirred for 2 hours. The reaction was quenched by addition of saturated aqueous NH4Cl, and the mixture was extracted with ethyl acetate, washed with water, brine, dried (Na2SO4), filtered and concentrated. The residue... The product is COC(=O)c1cc(C(C)O)c2oc(N3CCOCC3)cc(=O)c2c1. Starting materials: COC(=O)c1cc(C(C)=O)c2oc(N3CCOCC3)cc(=O)c2c1, CO, ClCCl. Reaction SMILES: [C:1]([CH3:2])(=[O:3])[c:4]1[cH:5][c:6]([C:21](=[O:22])[O:23][CH3:24])[cH:7][c:8]2[c:9](=[O:20])[cH:10][c:11]([N:14]3[CH2:15][CH2:16][O:17][CH2:18][CH2:19]3)[o:12][c:13]12.[CH3:25][OH:26].[Cl:27][CH2:28][Cl:29]>>[CH:1]([CH3:2])([OH:3])[c:4]1[cH:5][c:6]([C:21](=[O:22])[O:23][CH3:24])[cH:7][c:8]2[c:9](=[O:20])[cH:10][c:11]([N:14]3[CH2:15][CH2:16][O:17][CH2:18][CH2:19]3)[o:12][c:13]12. The reactants are C1CNCCN1, CC(C)O, c1ccc(Oc2ccccc2)cc1, Fc1cccc2c(N3CCSCC3)nc(Cl)cc12. The product is Fc1cccc2c(N3CCSCC3)nc(N3CCNCC3)cc12. RXN SMILES: [CH2:19]1[CH2:20][NH:21][CH2:22][CH2:23][NH:24]1.[CH:25]([OH:26])([CH3:27])[CH3:28].[O:29]([c:30]1[cH:31][cH:32][cH:33][cH:34][cH:35]1)[c:36]1[cH:37][cH:38][cH:39][cH:40][cH:41]1.[S:1]1[CH2:2][CH2:3][N:4]([c:7]2[n:8][c:9]([Cl:18])[cH:10][c:11]3[c:12]([F:17])[cH:13][cH:14][cH:15][c:16]23)[CH2:5][CH2:6]1>>[S:1]1[CH2:2][CH2:3][N:4]([c:7]2[n:8][c:9]([N:21]3[CH2:20][CH2:19][NH:24][CH2:23][CH2:22]3)[cH:10][c:11]3[c:12]([F:17])[cH:13][cH:14][cH:15][c:16]23)[CH2:5][CH2:6]1. Reactants: COC(=O)c1nn2c(c1OCc1ccccc1)C(=O)NCCC2, CO, Cl, [Na+], [OH-]. The product is O=C(O)c1nn2c(c1OCc1ccccc1)C(=O)NCCC2. As a reaction SMILES: [CH2:1]([c:2]1[cH:3][cH:4][cH:5][cH:6][cH:7]1)[O:8][c:9]1[c:10]([C:20](=[O:21])[O:22][CH3:23])[n:11][n:12]2[c:13]1[C:14](=[O:19])[NH:15][CH2:16][CH2:17][CH2:18]2.[CH3:27][OH:28].[ClH:26].[Na+:25].[OH-:24]>>[CH2:1]([c:2]1[cH:3][cH:4][cH:5][cH:6][cH:7]1)[O:8][c:9]1[c:10]([C:20](=[O:21])[OH:22])[n:11][n:12]2[c:13]1[C:14](=[O:19])[NH:15][CH2:16][CH2:17][CH2:18]2.